From a dataset of the Open Reaction Database (ORD), a public repository of structured organic reaction records. describe an organic reaction: reactants, conditions, products, and yield Starting materials: C(C)(C)N1CCN(CC1)C(=O)C=1C=C2C=C(NC2=CC1)C(=O)N1CCN(CC1)S(=O)(=O)C ([5-(4-Isopropyl-piperazine-1-carbonyl)-1H-indol-2-yl]-(4-methanesulfonyl-piperazin-1-yl)-methanone), C(C)(C)N1CCN(CC1)C(=O)C=1C=C2C=C(NC2=CC1)C(=O)N1CCN(CC1)S(=O)(=O)C ([5-(4-Isopropyl-piperazine-1-carbonyl)-1H-indol-2-yl]-(4-methanesulfonyl-piperazin-1-yl)-methanone), CN(C(=O)N1CCNCC1)C (piperazine-1-carboxylic acid dimethylamide). The product is CN(C(=O)N1CCN(CC1)C(=O)C=1NC2=CC=C(C=C2C1)C(=O)N1CCN(CC1)C(C)C)C (4-[5-(4-Isopropyl-piperazine-1-carbonyl)-1H-indole-2-carbonyl]-piperazine-1-carboxylic acid dimethylamide). Isolated yield 59.0%. As a reaction SMILES: [CH:1]([N:4]1[CH2:9][CH2:8][N:7]([C:10]([C:12]2[CH:13]=[C:14]3[C:18](=[CH:19][CH:20]=2)[NH:17][C:16]([C:21](N2CCN(S(C)(=O)=O)CC2)=[O:22])=[CH:15]3)=[O:11])[CH2:6][CH2:5]1)([CH3:3])[CH3:2].[CH3:33][N:34]([CH3:43])[C:35]([N:37]1[CH2:42][CH2:41][NH:40][CH2:39][CH2:38]1)=[O:36]>>[CH3:33][N:34]([CH3:43])[C:35]([N:37]1[CH2:38][CH2:39][N:40]([C:21]([C:16]2[NH:17][C:18]3[C:14]([CH:15]=2)=[CH:13][C:12]([C:10]([N:7]2[CH2:8][CH2:9][N:4]([CH:1]([CH3:3])[CH3:2])[CH2:5][CH2:6]2)=[O:11])=[CH:20][CH:19]=3)=[O:22])[CH2:41][CH2:42]1)=[O:36]. Reported procedure: The title compound was synthesized in analogy to example 1, from 5-(4-isopropyl-piperazine-1-carbonyl)-1H-indole-2-carboxylic acid hydrochloride (example 1, intermediate b) and piperazine-1-carboxylic acid dimethylamide to afford the desired product as light-brown foam (59%). MS (ISP): 455.4 (M+H)+. Starting materials: O=C(n1ccnc1)n1ccnc1, CC(=O)NCCN, O=C(O)Cn1c(-c2ccc(Cl)cc2)nc2cccnc21, C1CCOC1. Product: CC(=O)NCCNC(=O)Cn1c(-c2ccc(Cl)cc2)nc2cccnc21, O. Reaction SMILES: [C:21]([n:22]1[cH:23][cH:24][n:25][cH:26]1)([n:27]1[cH:28][cH:29][n:30][cH:31]1)=[O:32].[C:33]([CH3:34])(=[O:35])[NH:36][CH2:37][CH2:38][NH2:39].[Cl:1][c:2]1[cH:3][cH:4][c:5](-[c:8]2[n:9][c:10]3[c:11]([n:12][cH:13][cH:14][cH:15]3)[n:16]2[CH2:17][C:18](=[O:19])[OH:20])[cH:6][cH:7]1.[O:40]1[CH2:41][CH2:42][CH2:43][CH2:44]1>>[Cl:1][c:2]1[cH:3][cH:4][c:5](-[c:8]2[n:9][c:10]3[c:11]([n:12][cH:13][cH:14][cH:15]3)[n:16]2[CH2:17][C:18](=[O:20])[NH:39][CH2:38][CH2:37][NH:36][C:33]([CH3:34])=[O:35])[cH:6][cH:7]1.[OH2:19]. Reactants: CCN=C=NCCCN(C)C, CC#N, Cl, NC(Cc1cccc(OC(F)(F)C(F)F)c1)C(O)c1ccc(F)nc1, O, On1nnc2ccccc21, O=C(O)c1cccc2c1C=CCCC2. Product: O=C(NC(Cc1cccc(OC(F)(F)C(F)F)c1)C(O)c1ccc(F)nc1)c1cccc2c1C=CCCC2. RXN SMILES: [CH2:41]([N:42]=[C:43]=[N:44][CH2:45][CH2:46][CH2:47][N:48]([CH3:49])[CH3:50])[CH3:51].[CH3:62][C:63]#[N:64].[ClH:40].[NH2:1][CH:2]([CH:3]([OH:4])[c:5]1[cH:6][n:7][c:8]([F:11])[cH:9][cH:10]1)[CH2:12][c:13]1[cH:14][c:15]([O:19][C:20]([CH:21]([F:22])[F:23])([F:24])[F:25])[cH:16][cH:17][cH:18]1.[OH2:65].[OH:52][n:53]1[c:54]2[cH:55][cH:56][cH:57][cH:58][c:59]2[n:60][n:61]1.[c:26]1([C:37](=[O:38])[OH:39])[cH:27][cH:28][cH:29][c:30]2[c:31]1[CH:32]=[CH:33][CH2:34][CH2:35][CH2:36]2>>[NH:1]([CH:2]([CH:3]([OH:4])[c:5]1[cH:6][n:7][c:8]([F:11])[cH:9][cH:10]1)[CH2:12][c:13]1[cH:14][c:15]([O:19][C:20]([CH:21]([F:22])[F:23])([F:24])[F:25])[cH:16][cH:17][cH:18]1)[C:37]([c:26]1[cH:27][cH:28][cH:29][c:30]2[c:31]1[CH:32]=[CH:33][CH2:34][CH2:35][CH2:36]2)=[O:38]. The reactants are ClC=1C(=NC=C(C1)OCC(F)(F)F)C(CN1C(C=2C(C1=O)=CC=CC2)=O)=NOC (N-[2-[3-chloro-5-(2,2,2-trifluoroethoxy)pyridin-2-yl]-2-(methoxyimino)ethyl]phthalimide), O.NN (hydrazine monohydrate), O (water). Run in C(C)O (ethanol). The product is CON=C(CN)C1=NC=C(C=C1Cl)OCC(F)(F)F (2-amino-1-[3-chloro-5-(2,2,2-trifluoroethoxy)pyridin-2-yl]ethanone-O-methyloxime). Isolated yield 81.1%. As a reaction SMILES: [Cl:1][C:2]1[C:3]([C:14](=[N:27][O:28][CH3:29])[CH2:15][N:16]2C(=O)C3=CC=CC=C3C2=O)=[N:4][CH:5]=[C:6]([O:8][CH2:9][C:10]([F:13])([F:12])[F:11])[CH:7]=1.O.NN.O>C(O)C>[CH3:29][O:28][N:27]=[C:14]([C:3]1[C:2]([Cl:1])=[CH:7][C:6]([O:8][CH2:9][C:10]([F:13])([F:11])[F:12])=[CH:5][N:4]=1)[CH2:15][NH2:16] |f:1.2|. Reported procedure: To 790 mg of N-[2-[3-chloro-5-(2,2,2-trifluoroethoxy)pyridin-2-yl]-2-(methoxyimino)ethyl]phthalimide in 10 ml of ethanol, 187 mg of hydrazine monohydrate was added and refluxed with heating for 1 hour with stirring. After completion of the reaction, the reaction mixture was allowed to cool to room temperature, mixed with 30 ml of water and extracted with ethyl acetate (25 ml×2). The resulting organic layers were combined, washed with water (20 ml×1) and dried over saturated aqueous sodium chlori... As a reaction SMILES: [Br:1][C:2]1[CH:3]=[C:4]2[C:8](=[N:9][CH:10]=1)[NH:7][CH:6]=[CH:5]2.[H-].[Na+].[CH3:13][Si:14]([CH2:17][CH2:18][O:19][CH2:20]Cl)([CH3:16])[CH3:15]>CN(C=O)C.[NH4+].[Cl-]>[Br:1][C:2]1[CH:3]=[C:4]2[CH:5]=[CH:6][N:7]([CH2:20][O:19][CH2:18][CH2:17][Si:14]([CH3:16])([CH3:15])[CH3:13])[C:8]2=[N:9][CH:10]=1 |f:1.2,5.6|. Isolated yield 96.3%. The reactants are BrC=1C=C2C=CNC2=NC1 (5-bromo-7-azaindole), [H-].[Na+] (sodium hydride), C[Si](C)(C)CCOCCl (SEM-Cl). Product: BrC=1C=C2C(=NC1)N(C=C2)COCC[Si](C)(C)C (5-bromo-1-((2-(trimethylsilyl)ethoxy)methyl)-1H-pyrrolo[2,3-b]pyridine). Reaction conditions: time 10 minute. Run in [NH4+].[Cl-] (NH4Cl), CN(C)C=O (DMF). Procedure: To a solution of 5-bromo-7-azaindole (Aldrich, 2 g, 10.15 mmol) in DMF (40.6 ml) at 0° C. was added sodium hydride (0.690 g, 17.26 mmol). The reaction was aged for 10 min followed by addition of SEM-Cl (2.340 ml, 13.20 mmol). The reaction was allowed to warm to RT and stir for 4 h. The mixture was diluted with saturated NH4Cl (30 mL) and product extracted with ethyl acetate (30 mL). The organic extract was washed with brine (30 mL), dried over sodium sulfate, filtered and concentrated in vacuo. ... The reactants are FC([C@H](CN1CC(OCC1)C1=CC=C(C=C1)F)O)(F)F ((2 S)-1,1,1-trifluoro-3-(2-(4-fluorophenyl)morpholino)propan-2-ol), TEA, ClC1=CC=C(C=C1)N=C=O (1-chloro-4-isocyanatobenzene). Reagents/catalysts: CS(=O)C (DMSO). Run in C(C)#N (acetonitrile). Reaction conditions: time 8 hour. The product is Cl.FC([C@H](CN1CC(OCC1)C1=CC=C(C=C1)F)OC(NC1=CC=C(C=C1)Cl)=O)(F)F ((4-Chlorophenyl)carbamic acid (S)-2,2,2-trifluoro-1-[2-(4-fluorophenyl)-morpholin-4-ylmethyl]-ethyl ester hydrochloride). Yield: 118.2%. As a reaction SMILES: [F:1][C:2]([F:20])([F:19])[C@@H:3]([OH:18])[CH2:4][N:5]1[CH2:10][CH2:9][O:8][CH:7]([C:11]2[CH:16]=[CH:15][C:14]([F:17])=[CH:13][CH:12]=2)[CH2:6]1.[Cl:21][C:22]1[CH:27]=[CH:26][C:25]([N:28]=[C:29]=[O:30])=[CH:24][CH:23]=1>C(#N)C.CS(C)=O>[ClH:21].[F:20][C:2]([F:1])([F:19])[C@@H:3]([O:18][C:29](=[O:30])[NH:28][C:25]1[CH:26]=[CH:27][C:22]([Cl:21])=[CH:23][CH:24]=1)[CH2:4][N:5]1[CH2:10][CH2:9][O:8][CH:7]([C:11]2[CH:16]=[CH:15][C:14]([F:17])=[CH:13][CH:12]=2)[CH2:6]1 |f:4.5|. Procedure: (2 S)-1,1,1-trifluoro-3-(2-(4-fluorophenyl)morpholino)propan-2-ol (39 mg, 133 μmol), TEA (92.7 μL, 665 μmol) and 1-chloro-4-isocyanatobenzene (20.4 mg, 133 μmol) were combined in 2 mL of acetonitrile and stirred at room temperature overnight. Several drops of DMSO were added to the mixture to make a clear solution. The solution was separated by reverse phase column chromatography (50-100% acetonitrile in water). The desired fractions were pooled, treated with 5 drops of conc. HCl and the solutio...